This data is from the Open Reaction Database (ORD), a public repository of structured organic reaction records. The task is: describe an organic reaction: reactants, conditions, products, and yield Starting materials: CNC(=O)C1=NN(C2=C1C(C(C=1C=NC(=NC21)N)CC)(C)C)C (ethyl 8-amino-1,4,4-trimethyl-4,5-dihydro-1H-pyrazolo[4,3-h]quinazoline-3-carboxylic acid methylamide), [I-] (iodide), II (iodine), N(=O)OCCC(C)C (iso-amyl nitrite). Reagents/catalysts: [Cu]I (copper(I) iodide). Run in C(OC)COC (dimethoxyethane). Run at temperature 70 celsius. Product: CNC(=O)C1=NN(C2=C1C(CC=1C=NC(=NC21)I)(C)C)C (8-iodo-1,4,4-trimethyl-4,5-dihydro-1H-pyrazolo[4,3-h]quinazoline-3-carboxylic acid methylamide). As a reaction SMILES: [CH3:1][NH:2][C:3]([C:5]1[C:9]2[C:10]([CH3:22])([CH3:21])[CH:11](CC)[C:12]3[CH:13]=[N:14][C:15](N)=[N:16][C:17]=3[C:8]=2[N:7]([CH3:23])[N:6]=1)=[O:4].[I-:24].II.N(OCCC(C)C)=O>[Cu]I.C(COC)OC>[CH3:1][NH:2][C:3]([C:5]1[C:9]2[C:10]([CH3:22])([CH3:21])[CH2:11][C:12]3[CH:13]=[N:14][C:15]([I:24])=[N:16][C:17]=3[C:8]=2[N:7]([CH3:23])[N:6]=1)=[O:4]. Procedure: In a round bottom flask maintained under argon atmosphere, ethyl 8-amino-1,4,4-trimethyl-4,5-dihydro-1H-pyrazolo[4,3-h]quinazoline-3-carboxylic acid methylamide (13.00 g, 45.400 mmol) was dissolved into anhydrous dimethoxyethane (800 mL); cesiun iodide (11.795 g, 45.400 mmol), bisublimated iodine (5.761 g, 22.698 mmol), copper(I) iodide (2.594 g, 13.621 mmol), and iso-amyl nitrite (9.107 mL, 68.100 mmol) were added in that order and the mixture was heated to 70° C. for 22 hours. Reported procedure: From 9 (488 mg, 2 mmol) and 3-chlorobenzylzinc chloride (0.5 M in THF, 10 mL, 5 mmol) by the same method as 10a; white powder (269 mg, 55%): mp 84.5-85.5° C.; 1H NMR (CDCl3) δ 3.82 (s, 2H, CH2), 4.30 (br s, 2H, NH2), 7.02 (d, J=8.4 Hz, 1H, H-3), 7.12-7.22 (m, 5H, aromatic protons). The product is NC1=C(C#N)C=C(C=C1)CC1=CC(=CC=C1)Cl (2-Amino-5-(3′-chlorobenzyl)benzonitrile). Reaction SMILES: [NH2:1][C:2]1[CH:9]=[CH:8][C:7](I)=[CH:6][C:3]=1[C:4]#[N:5].[Cl-].[Cl:12][C:13]1[CH:14]=[C:15]([CH:18]=[CH:19][CH:20]=1)[CH2:16][Zn+].NC1C=CC(CC2C=CC=CC=2)=CC=1C#N>>[NH2:1][C:2]1[CH:9]=[CH:8][C:7]([CH2:16][C:15]2[CH:18]=[CH:19][CH:20]=[C:13]([Cl:12])[CH:14]=2)=[CH:6][C:3]=1[C:4]#[N:5] |f:1.2|. Starting materials: NC1=C(C#N)C=C(C=C1)I (2-amino-5-iodobenzonitrile), powder, [Cl-].ClC=1C=C(C[Zn+])C=CC1 (3-chlorobenzylzinc chloride), NC1=C(C#N)C=C(C=C1)CC1=CC=CC=C1 (2-amino-5-benzylbenzonitrile). The reactants are CNCC1(CCCCC1)N1CCCCC1 (1-[1-[(methylamino)methyl]cyclohexyl] piperidine), ClC=1C=C(C(=O)Cl)C=CC1Cl (3,4-dichlorobenzoyl-chloride). The solvent is C1=CC=CC=C1 (benzene), C1=CC=CC=C1 (benzene). Yields the product Cl.CN(C(C1=CC(=C(C=C1)Cl)Cl)=O)CC1(CCCCC1)N1CCCCC1 (N-Methyl-N[(1-piperidinocyclohexyl)methyl]3,4-dichlorobenzamide hydrochloride). As a reaction SMILES: [CH3:1][NH:2][CH2:3][C:4]1([N:10]2[CH2:15][CH2:14][CH2:13][CH2:12][CH2:11]2)[CH2:9][CH2:8][CH2:7][CH2:6][CH2:5]1.[Cl:16][C:17]1[CH:18]=[C:19]([CH:23]=[CH:24][C:25]=1[Cl:26])[C:20](Cl)=[O:21]>C1C=CC=CC=1>[ClH:16].[CH3:1][N:2]([CH2:3][C:4]1([N:10]2[CH2:15][CH2:14][CH2:13][CH2:12][CH2:11]2)[CH2:9][CH2:8][CH2:7][CH2:6][CH2:5]1)[C:20](=[O:21])[C:19]1[CH:23]=[CH:24][C:25]([Cl:26])=[C:17]([Cl:16])[CH:18]=1 |f:3.4|. Procedure details: Solutions of 1-[1-[(methylamino)methyl]cyclohexyl] piperidine (1.1 g., 0.005 mole) in dry benzene (25 ml) and 3,4-dichlorobenzoyl-chloride (1.0 g., 0.005 mole) in dry benzene (50 ml) were mixed and heated under reflux (steam bath) for 1 hr. The precipitate was filtered washed with benzene and dried. (1. 6 g.) m.p. 222° (dec.) The reactants are [N+](=O)([O-])C=1C=C(C=O)C=CC1 (m-nitrobenzaldehyde), C(CC(=O)C)(=O)OCCN1CCN(CC1)C1=C(C(=CC=C1)Cl)Cl (2-[4-(2,3-dichlorophenyl)-1-piperazinyl]ethyl acetoacetate), N\C(=C/C(=O)OC)\C (methyl 3-aminocrotonate). Solvent: C(C)(C)O (isopropyl alcohol). The product is CC=1NC(=C(C(C1C(=O)OCCN1CCN(CC1)C1=C(C(=CC=C1)Cl)Cl)C1=CC(=CC=C1)[N+](=O)[O-])C(=O)OC)C (2-[4-(2,3-dichlorophenyl)-1-piperazinyl]ethyl methyl 2,6-dimethyl-4-(3-nitrophenyl)-1,4-dihydropyridine-3,5-dicarboxylate). Isolated yield 75.7%. RXN SMILES: [N+:1]([C:4]1[CH:5]=[C:6]([CH:9]=[CH:10][CH:11]=1)[CH:7]=O)([O-:3])=[O:2].[C:12]([O:18][CH2:19][CH2:20][N:21]1[CH2:26][CH2:25][N:24]([C:27]2[CH:32]=[CH:31][CH:30]=[C:29]([Cl:33])[C:28]=2[Cl:34])[CH2:23][CH2:22]1)(=[O:17])[CH2:13][C:14]([CH3:16])=O.[NH2:35]/[C:36](/[CH3:42])=[CH:37]\[C:38]([O:40][CH3:41])=[O:39]>C(O)(C)C>[CH3:16][C:14]1[NH:35][C:36]([CH3:42])=[C:37]([C:38]([O:40][CH3:41])=[O:39])[CH:7]([C:6]2[CH:9]=[CH:10][CH:11]=[C:4]([N+:1]([O-:3])=[O:2])[CH:5]=2)[C:13]=1[C:12]([O:18][CH2:19][CH2:20][N:21]1[CH2:26][CH2:25][N:24]([C:27]2[CH:32]=[CH:31][CH:30]=[C:29]([Cl:33])[C:28]=2[Cl:34])[CH2:23][CH2:22]1)=[O:17]. Procedure: A mixture of m-nitrobenzaldehyde, 2-[4-(2,3-dichlorophenyl)-1-piperazinyl]ethyl acetoacetate and methyl 3-aminocrotonate was worked up in isopropyl alcohol in the same manner as Example 1 to give 2-[4-(2,3-dichlorophenyl)-1-piperazinyl]ethyl methyl 2,6-dimethyl-4-(3-nitrophenyl)-1,4-dihydropyridine-3,5-dicarboxylate as yellow crystals, m.p. 189°-190° C. Yield 75.7%. The product is COC(=O)C1=C(C)NC(C)=C(C(=O)OCCCCCCOc2cc(-c3ccc(N)cc3)[nH]n2)C1c1cccc(Cl)c1Cl. As a reaction SMILES: [CH3:47][CH2:48][OH:49].[CH3:50][CH2:51][O:52][C:53](=[O:54])[CH3:55].[H:45][H:46].[N+:1]([O-:2])(=[O:3])[c:4]1[cH:5][cH:6][c:7](-[c:10]2[cH:11][c:12]([O:15][CH2:16][CH2:17][CH2:18][CH2:19][CH2:20][CH2:21][O:22][C:23](=[O:24])[C:25]3=[C:30]([CH3:31])[NH:29][C:28]([CH3:32])=[C:27]([C:33](=[O:34])[O:35][CH3:36])[CH:26]3[c:37]3[c:38]([Cl:44])[c:39]([Cl:43])[cH:40][cH:41][cH:42]3)[n:13][nH:14]2)[cH:8][cH:9]1>>[NH2:1][c:4]1[cH:5][cH:6][c:7](-[c:10]2[cH:11][c:12]([O:15][CH2:16][CH2:17][CH2:18][CH2:19][CH2:20][CH2:21][O:22][C:23](=[O:24])[C:25]3=[C:30]([CH3:31])[NH:29][C:28]([CH3:32])=[C:27]([C:33](=[O:34])[O:35][CH3:36])[CH:26]3[c:37]3[c:38]([Cl:44])[c:39]([Cl:43])[cH:40][cH:41][cH:42]3)[n:13][nH:14]2)[cH:8][cH:9]1. Starting materials: CCO, CCOC(C)=O, [H][H], COC(=O)C1=C(C)NC(C)=C(C(=O)OCCCCCCOc2cc(-c3ccc([N+](=O)[O-])cc3)[nH]n2)C1c1cccc(Cl)c1Cl. Reactants: N(=O)[O-].[Na+] (sodium nitrite), diazonium, NC=1C=CC2=C(C(CS2)C(=O)N(CCC)CCC)C1 (5-amino-2,3-dihydro-N,N-dipropyl-3-benzothiophencarboxamide). The solvent is O (water), O (water), S(O)(O)(=O)=O (sulphuric acid), S(O)(O)(=O)=O (sulphuric acid), O (water). The product is OC=1C=CC2=C(C(CS2)C(=O)N(CCC)CCC)C1 (5-Hydroxy-2,3-dihydro-N,N-dipropyl-3-benzothiophencarboxamide). As a reaction SMILES: N[C:2]1[CH:3]=[CH:4][C:5]2[S:9][CH2:8][CH:7]([C:10]([N:12]([CH2:16][CH2:17][CH3:18])[CH2:13][CH2:14][CH3:15])=[O:11])[C:6]=2[CH:19]=1.N([O-])=[O:21].[Na+]>S(=O)(=O)(O)O.O>[OH:21][C:2]1[CH:3]=[CH:4][C:5]2[S:9][CH2:8][CH:7]([C:10]([N:12]([CH2:16][CH2:17][CH3:18])[CH2:13][CH2:14][CH3:15])=[O:11])[C:6]=2[CH:19]=1 |f:1.2|. Procedure details: 11.6 g of 5-amino-2,3-dihydro-N,N-dipropyl-3-benzothiophencarboxamide were dissolved in a mixture of 4 ml of conc. sulphuric acid and 40 ml of water. 3.1 g of sodium nitrite dissolved in 10 ml of water were added dropwise below 10° C. with stirring. After addition the mixture was stirred for further 0.5 hours. The diazonium solution was then added carefully to a pre-heated solution of 50 ml of conc. sulphuric acid in 40 ml of water at 115°-120° C. The resulting mixture was poured onto ice and su... Starting materials: C1(=CC=CC=C1)C=1OC=C(N1)C1=CC=C(C=C1)N (4-(2-phenyloxazol-4-yl)benzenamine), ClC1=C(C(=O)NC2=CC=C(C=C2)C=2N=C(OC2)C2=CC=CC=C2)C=CC(=C1)Cl (2,4-dichloro-N-(4-(2-phenyloxazol-4-yl)phenyl)benzamide), ClC1=C(C(=O)Cl)C=CC=C1 (2-chlorobenzoyl chloride). Product: ClC1=C(C(=O)NC2=CC=C(C=C2)C=2N=C(OC2)C2=CC=CC=C2)C=CC=C1 (2-chloro-N-(4-(2-phenyloxazol-4-yl)phenyl)benzamide). Reaction SMILES: C1(C2OC=C(C3C=CC(N)=CC=3)N=2)C=CC=CC=1.[Cl:19][C:20]1[CH:45]=[C:44](Cl)[CH:43]=[CH:42][C:21]=1[C:22]([NH:24][C:25]1[CH:30]=[CH:29][C:28]([C:31]2[N:32]=[C:33]([C:36]3[CH:41]=[CH:40][CH:39]=[CH:38][CH:37]=3)[O:34][CH:35]=2)=[CH:27][CH:26]=1)=[O:23].ClC1C=CC=CC=1C(Cl)=O>>[Cl:19][C:20]1[CH:45]=[CH:44][CH:43]=[CH:42][C:21]=1[C:22]([NH:24][C:25]1[CH:26]=[CH:27][C:28]([C:31]2[N:32]=[C:33]([C:36]3[CH:41]=[CH:40][CH:39]=[CH:38][CH:37]=3)[O:34][CH:35]=2)=[CH:29][CH:30]=1)=[O:23]. Procedure: compound 36 was prepared from 35b in a similar fashion to compound 35 following Method F, except that 2-chlorobenzoyl chloride was used in place of 2,4-dichlorobenzoyl chloride. ESI+ m/z=375.1 [MH]+. The reactants are COC=1C=C2CCCC(C2=CC1)=O (6-Methoxy-3,4-dihydro-2H-naphthalen-1-one), C(C)(C)NC(C)C.[Li] (lithium diisopropyl amine), C1(=CC=C(C=C1)S(=O)(=O)Cl)C (para-tolylsulfonyl chloride). Solvent: C1CCOC1 (THF), C1CCOC1 (THF), C1CCOC1 (THF). Reaction conditions: time 30 minute. Yields the product ClC1C(C2=CC=C(C=C2CC1)OC)=O (2-Chloro-6-methoxy-3,4-dihydro-2H-naphthalen-1-one). RXN SMILES: [CH3:1][O:2][C:3]1[CH:4]=[C:5]2[C:10](=[CH:11][CH:12]=1)[C:9](=[O:13])[CH2:8][CH2:7][CH2:6]2.C(NC(C)C)(C)C.[Li].C1(C)C=CC(S([Cl:31])(=O)=O)=CC=1>C1COCC1>[Cl:31][CH:8]1[CH2:7][CH2:6][C:5]2[C:10](=[CH:11][CH:12]=[C:3]([O:2][CH3:1])[CH:4]=2)[C:9]1=[O:13] |f:1.2,^1:20|. Procedure details: A solution of 6-Methoxy-3,4-dihydro-2H-naphthalen-1-one (5.0 g, 28.37 mmol) in THF (25 ml) is slowly added under an atmosphere of argon at −78° C. to a solution of lithium diisopropyl amine in THF (25 ml; prepared from 4.0 ml of diisopropylamine (28.37 mmol) and 17.7 ml of 1.6 M n-BuLi in hexane (28.37 mmol)). After 30 minutes at −78° C., a solution of para-tolylsulfonyl chloride (5.41 g, 28.37 mmol) in THF (25 ml) is added during 20 minutes. The dry ice cooling bath is removed, and the reaction...